This data is from the Open Reaction Database (ORD), a public repository of structured organic reaction records. The task is: describe an organic reaction: reactants, conditions, products, and yield Starting materials: Cl(=O)(=O)(=O)[O-].C1(=CC=CC=C1)C1=CCC[N+]2=C1SC1=C2C=CC=C1 (1,2-Dihydro-4-phenylpyrido[2,1-b]benzothiazolium perchlorate), [I-].C1(=CC=CC=C1)SC=1SC2=C([N+]1CC)C=CC=C2 (2-phenylthio-3-ethylbenzothiazolium iodide), N1=CC=CC=C1 (pyridine). Reported procedure: 1,2-Dihydro-4-phenylpyrido[2,1-b]benzothiazolium perchlorate (2.0 g., 0.0055 mole), 2-phenylthio-3-ethylbenzothiazolium iodide (2.19 g., 0.0055 mole) and pyridine (30 ml.) are heated to reflux for 3 minutes, the solution is cooled, diethyl ether (30 ml.) is added and the green solution is decanted off from the oily dye. Water is added and the dye solidifies upon cooling. The solid dye is boiled out with isopropyl alcohol. The yield of dye is 1.0 g. (35% yield). The product has a melting point of... Product: Cl(=O)(=O)(=O)[O-].C(C)N1C(SC2=C1C=CC=C2)=C2C=C(C=1SC3=C([N+]1C2)C=CC=C3)C3=CC=CC=C3 (2-(3-Ethyl-2-benzothiazolinylidene)-1,2-dihydro-4-phenylpyrido[2,1-b]benzothiazolium perchlorate). Isolated yield 35.0%. RXN SMILES: [Cl:1]([O-:5])(=[O:4])(=[O:3])=[O:2].[C:6]1([C:12]2[C:17]3[S:18][C:19]4[CH:24]=[CH:23][CH:22]=[CH:21][C:20]=4[N+:16]=3[CH2:15][CH2:14][CH:13]=2)[CH:11]=[CH:10][CH:9]=[CH:8][CH:7]=1.[I-].C1(S[C:33]2[S:34][C:35]3[CH:43]=[CH:42][CH:41]=[CH:40][C:36]=3[N+:37]=2[CH2:38][CH3:39])C=CC=CC=1.N1C=CC=CC=1>C(OCC)C>[Cl:1]([O-:5])(=[O:4])(=[O:3])=[O:2].[CH2:38]([N:37]1[C:36]2[CH:40]=[CH:41][CH:42]=[CH:43][C:35]=2[S:34][C:33]1=[C:14]1[CH2:15][N+:16]2[C:20]3[CH:21]=[CH:22][CH:23]=[CH:24][C:19]=3[S:18][C:17]=2[C:12]([C:6]2[CH:7]=[CH:8][CH:9]=[CH:10][CH:11]=2)=[CH:13]1)[CH3:39] |f:0.1,2.3,6.7|. Run in C(C)OCC (diethyl ether). Starting materials: [F-].[K+] (Potassium fluoride), C(CCC)OC1=NC=C(C=C1C=1NC(C=2C(N1)=C(N(N2)CCN(C)C)CC)=O)C#C[Si](C)(C)C (5-(2-Butoxy-5-trimethylsilylethynyl-3-pyridinyl)-2-[2-(dimethylamino)-ethyl]-3-ethyl-2,6-dihydro-7H-pyrazolo[4,3-d]pyrimidin-7-one). Run in CN(C=O)C (N,N-dimethylformamide), O (water), [Cl-].[Na+].O (brine). Product: C(CCC)OC1=NC=C(C=C1C=1NC(C=2C(N1)=C(N(N2)CCN(C)C)CC)=O)C#C (5-(2-Butoxy-5-ethynyl-3-pyridinyl)-2-[2-(dimethylamino)ethyl]-3-ethyl-2,6-dihydro-7H-pyrazolo[4,3-d]pyrimidin-7-one). The yield is 111.6%. As a reaction SMILES: [F-].[K+].[CH2:3]([O:7][C:8]1[C:13]([C:14]2[NH:15][C:16](=[O:30])[C:17]3[C:18](=[C:20]([CH2:28][CH3:29])[N:21]([CH2:23][CH2:24][N:25]([CH3:27])[CH3:26])[N:22]=3)[N:19]=2)=[CH:12][C:11]([C:31]#[C:32][Si](C)(C)C)=[CH:10][N:9]=1)[CH2:4][CH2:5][CH3:6]>CN(C)C=O.O.[Cl-].[Na+].O>[CH2:3]([O:7][C:8]1[C:13]([C:14]2[NH:15][C:16](=[O:30])[C:17]3[C:18](=[C:20]([CH2:28][CH3:29])[N:21]([CH2:23][CH2:24][N:25]([CH3:26])[CH3:27])[N:22]=3)[N:19]=2)=[CH:12][C:11]([C:31]#[CH:32])=[CH:10][N:9]=1)[CH2:4][CH2:5][CH3:6] |f:0.1,5.6.7|. Procedure: Potassium fluoride (72.5 mg, 1.25 mmol) was added to a stirred solution of 5-(2-butoxy-5-trimethylsilylethynyl-3-pyridinyl)-2-[2-(dimethylamino)-ethyl]-3-ethyl-2,6-dihydro-7H-pyrazolo[4,3-d]pyrimidin-7-one (Example 45) (300 mg, 0.625 mmol) in N,N-dimethylformamide (10 mL) and water (2 mL) at room temperature. After 2 h the reaction mixture was poured into brine and extracted with ethyl acetate (2×100 mL) The organics were dried (MgSO4) and concentrated to give the product (285 mg) as a pale brow... The reactants are Cl.NC1=C(C=CC=C1C)C(CCCCl)=O (1-(2-amino-3-methylphenyl)-4-chlorobutan-1-one hydrochloride), Cl (hydrochloric acid), N(=O)[O-].[Na+] (sodium nitrite). Run in O (water). Run at time 20 hour. Yields the product ClCCC1=NNC2=C(C=CC=C2C1=O)C (3-(2-Chloroethyl)-8-methyl-4-oxo-(1H)-cinnoline). RXN SMILES: Cl.[NH2:2][C:3]1[C:8]([CH3:9])=[CH:7][CH:6]=[CH:5][C:4]=1[C:10](=[O:15])[CH2:11][CH2:12][CH2:13][Cl:14].Cl.[N:17]([O-])=O.[Na+]>O>[Cl:14][CH2:13][CH2:12][C:11]1[C:10](=[O:15])[C:4]2[C:3](=[C:8]([CH3:9])[CH:7]=[CH:6][CH:5]=2)[NH:2][N:17]=1 |f:0.1,3.4|. Procedure: To a solution of 1-(2-amino-3-methylphenyl)-4-chlorobutan-1-one hydrochloride (20 g, 0.081 Mol) and concentrated hydrochloric acid (1000 ml) at 0° was added dropwise a solution of sodium nitrite (6.07 g, 0.088 mol) in water (50 ml) maintaining the temperature below 5°. The reaction mixture was stirred at room temperature for 20 hours. The solvent was evaporated under reduced pressure to give a solid. The solid was washed with sodium acetate solution and collected by filtration and dried, 13.5 g.... Starting materials: FC1=CC=C(C(=O)NC=2C=C3C=4CC(CCC4NC3=CC2)N(C)C)C=C1 (6-(4-fluorobenzoyl)amino-3-(dimethyl)amino-1,2,3,4-tetrahydro-9H-carbazole), C(C(=O)O)(=O)O (oxalic acid), C(C)(=O)OCC (ethyl acetate), C(C)(=O)OCC (ethyl acetate). Product: O.C(C(=O)O)(=O)O.FC1=CC=C(C(=O)NC=2C=C3C=4CC(CCC4NC3=CC2)N(C)C)C=C1.FC1=CC=C(C(=O)NC=2C=C3C=4CC(CCC4NC3=CC2)N(C)C)C=C1.C(C(=O)O)(=O)O (6-(4-fluorobenzoyl)amino-3-(dimethyl)amino-1,2,3,4-tetrahydro-9H-carbazole oxalate hemihydrate). Yield: 1.1%. Reaction SMILES: [F:1][C:2]1[CH:26]=[CH:25][C:5]([C:6]([NH:8][C:9]2[CH:10]=[C:11]3[C:19](=[CH:20][CH:21]=2)[NH:18][C:17]2[CH2:16][CH2:15][CH:14]([N:22]([CH3:24])[CH3:23])[CH2:13][C:12]3=2)=[O:7])=[CH:4][CH:3]=1.[C:27]([OH:32])(=[O:31])[C:28]([OH:30])=[O:29].C(OCC)(=O)C>>[OH2:7].[C:27]([OH:32])(=[O:31])[C:28]([OH:30])=[O:29].[F:1][C:2]1[CH:3]=[CH:4][C:5]([C:6]([NH:8][C:9]2[CH:10]=[C:11]3[C:19](=[CH:20][CH:21]=2)[NH:18][C:17]2[CH2:16][CH2:15][CH:14]([N:22]([CH3:24])[CH3:23])[CH2:13][C:12]3=2)=[O:7])=[CH:25][CH:26]=1.[F:1][C:2]1[CH:3]=[CH:4][C:5]([C:6]([NH:8][C:9]2[CH:10]=[C:11]3[C:19](=[CH:20][CH:21]=2)[NH:18][C:17]2[CH2:16][CH2:15][CH:14]([N:22]([CH3:24])[CH3:23])[CH2:13][C:12]3=2)=[O:7])=[CH:25][CH:26]=1.[C:27]([OH:32])(=[O:31])[C:28]([OH:30])=[O:29] |f:3.4.5.6.7|. Procedure details: A solution of 0.82 mg (0.23 mMol) 6-(4-fluorobenzoyl)amino-3-(dimethyl)amino-1,2,3,4-tetrahydro-9H-carbazole in 1 mL ethyl acetate were added to a solution of 0.21 mg (0.23 mMol) oxalic acid in 1 mL ethyl acetate. The solid which formed was filtered, washed with ethyl acetate and dried to give 0.77 mg (75%) of the title compound. Reactants: BrC=1C=CC(=NC1C)N1C[C@H](NCC1)C ((R)-1-(5-bromo-6-methylpyridin-2-yl)-3-methylpiperazine), FC(C1=CC(=C2C=NNC2=C1)B(O)O)(F)F ((6-(trifluoromethyl)-1H-indazol-4-yl)boronic acid), C(=O)(O)[O-].[Na+] (NaHCO3). Reagents/catalysts: C1=CC=C(C=C1)P([C-]2C=CC=C2)C3=CC=CC=C3.C1=CC=C(C=C1)P([C-]2C=CC=C2)C3=CC=CC=C3.Cl[Pd]Cl.[Fe+2] (PdCl2(dppf)). Solvent: O1CCOCC1 (dioxane). Conditions: temperature 145 celsius. Product: C(=O)(C(F)(F)F)O (TFA), CC1=NC(=CC=C1C1=C2C=NNC2=CC(=C1)C(F)(F)F)N1C[C@H](NCC1)C ((R)-4-(2-methyl-6-(3-methylpiperazin-1-yl)pyridin-3-yl)-6-(trifluoromethyl)-1H-indazole). The yield is 29.2%. Reaction SMILES: Br[C:2]1[CH:3]=[CH:4][C:5]([N:9]2[CH2:14][CH2:13][NH:12][C@H:11]([CH3:15])[CH2:10]2)=[N:6][C:7]=1[CH3:8].[F:16][C:17]([F:31])([F:30])[C:18]1[CH:26]=[C:25]2[C:21]([CH:22]=[N:23][NH:24]2)=[C:20](B(O)O)[CH:19]=1.[C:32]([O-:35])(O)=[O:33].[Na+]>O1CCOCC1.C1C=CC(P(C2C=CC=CC=2)[C-]2C=CC=C2)=CC=1.C1C=CC(P(C2C=CC=CC=2)[C-]2C=CC=C2)=CC=1.Cl[Pd]Cl.[Fe+2]>[C:32]([OH:35])([C:17]([F:31])([F:30])[F:16])=[O:33].[CH3:8][C:7]1[C:2]([C:20]2[CH:19]=[C:18]([C:17]([F:31])([F:30])[F:16])[CH:26]=[C:25]3[C:21]=2[CH:22]=[N:23][NH:24]3)=[CH:3][CH:4]=[C:5]([N:9]2[CH2:14][CH2:13][NH:12][C@H:11]([CH3:15])[CH2:10]2)[N:6]=1 |f:2.3,5.6.7.8|. Procedure: In a 10 mL microwave vial were mixed (R)-1-(5-bromo-6-methylpyridin-2-yl)-3-methylpiperazine (120 mg, 0.444 mmol), (6-(trifluoromethyl)-1H-indazol-4-yl)boronic acid (133 mg, 0.577 mmol), PdCl2(dppf) (32.5 mg, 0.044 mmol), and aqueous NaHCO3 (0.950 mL, 1.777 mmol) in dioxane (10 mL) to give an orange suspension. The vial was sealed and heated in a microwave reactor to 145° C. for 45 minutes. The reaction mixture was then filtered and the product was purified by preparative HPLC, eluting with a gr... The reactants are OC1=CC(=NN1C1=CC=C(C=C1)S(=O)(=O)O)C (5-hydroxy-3-methyl-1-(4-sulfophenyl)-1H-pyrazole), S1C(=CC=C1)C=O (thiophene-2-carboxaldehyde), C(C)(=O)[O-].[NH4+] (ammonium acetate). The solvent is C(C)O (ethanol). Run at time 4 hour. Product: CC1=NN(C(C1=CC=1SC=CC1)=O)C1=CC=C(C=C1)S(=O)(=O)[O-].[NH4+] (Ammonium 4-(3-methyl-5-oxo-4-thiophen-2-ylmethylene-4,5-dihydropyrazol-1-yl)benzenesulfonate). Reaction SMILES: [OH:1][C:2]1[N:6]([C:7]2[CH:12]=[CH:11][C:10]([S:13]([OH:16])(=[O:15])=[O:14])=[CH:9][CH:8]=2)[N:5]=[C:4]([CH3:17])[CH:3]=1.[S:18]1[CH:22]=[CH:21][CH:20]=[C:19]1[CH:23]=O.C([O-])(=O)C.[NH4+:29]>C(O)C>[CH3:17][C:4]1[C:3](=[CH:23][C:19]2[S:18][CH:22]=[CH:21][CH:20]=2)[C:2](=[O:1])[N:6]([C:7]2[CH:8]=[CH:9][C:10]([S:13]([O-:16])(=[O:15])=[O:14])=[CH:11][CH:12]=2)[N:5]=1.[NH4+:29] |f:2.3,5.6|. Procedure: 12.75 g of 5-hydroxy-3-methyl-1-(4-sulfophenyl)-1H-pyrazole, 6.2 g of thiophene-2-carboxaldehyde and 3.85 g of ammonium acetate in 100 mL of ethanol were heated at 80° C. After 4 hours, the mixture was cooled and filtered. The crude product was allowed to reflux in 250 mL of methanol for 30 min and the mixture was then cooled and filtered.